Dataset: the Open Reaction Database (ORD), a public repository of structured organic reaction records. Task: describe an organic reaction: reactants, conditions, products, and yield The reactants are ClC=1C=C(C=CC1)C(CCNC)OCCNC(OC)=O (methyl 2-(1-(3-chlorophenyl)-3-(methylamino)propoxy)ethylcarbamate), C1=CN(C=N1)C(=O)N2C=CN=C2 (CDI), N[C@H](CN(C(OC(C)(C)C)=O)C)CC1CCCCC1 ((S)-tert-butyl 2-amino-3-cyclohexylpropyl(methyl)carbamate), CCN(C(C)C)C(C)C (DIEA). The solvent is C(Cl)Cl (CH2Cl2), C(Cl)Cl (CH2Cl2). Conditions: time 1 hour. The product is COC(=O)NCCOC(CCN(C(N[C@H](CN(C(OC(C)(C)C)=O)C)CC1CCCCC1)=O)C)C1=CC(=CC=C1)Cl (tert-butyl (S)-2-(3-(3-(2-(methoxycarbonylamino)ethoxy)-3-(3-chlorophenyl)propyl)-3-methylureido)-3-cyclohexylpropyl(methyl)carbamate). Isolated yield 46.9%. RXN SMILES: C1N=CN([C:6]([N:8]2[CH:12]=N[CH:10]=[CH:9]2)=[O:7])C=1.[NH2:13][C@@H:14]([CH2:25][CH:26]1[CH2:31][CH2:30][CH2:29][CH2:28][CH2:27]1)[CH2:15][N:16]([CH3:24])[C:17](=[O:23])[O:18][C:19]([CH3:22])([CH3:21])[CH3:20].CCN(C(C)C)C(C)C.[Cl:41][C:42]1[CH:43]=[C:44]([CH:48]([O:53][CH2:54][CH2:55][NH:56][C:57](=[O:60])[O:58][CH3:59])CCNC)[CH:45]=[CH:46][CH:47]=1>C(Cl)Cl>[CH3:59][O:58][C:57]([NH:56][CH2:55][CH2:54][O:53][CH:48]([C:44]1[CH:45]=[CH:46][CH:47]=[C:42]([Cl:41])[CH:43]=1)[CH2:10][CH2:9][N:8]([CH3:12])[C:6](=[O:7])[NH:13][C@@H:14]([CH2:25][CH:26]1[CH2:27][CH2:28][CH2:29][CH2:30][CH2:31]1)[CH2:15][N:16]([CH3:24])[C:17](=[O:23])[O:18][C:19]([CH3:21])([CH3:22])[CH3:20])=[O:60]. Procedure details: At 0° C., CDI (48.6 mg, 0.3 mmol) was added to a solution of (S)-tert-butyl 2-amino-3-cyclohexylpropyl(methyl)carbamate (81 mg, 0.3 mmol), prepared using procedures described in U.S. Prov. App No. 05/036,230 (PCT App No. 60/616,770), and DIEA (161 mg, 1.25 mmol) in anhydrous CH2Cl2 (8 mL) followed by stirring for 1 h. The solution was added to methyl 2-(1-(3-chlorophenyl)-3-(methylamino)propoxy)ethylcarbamate (75 mg, 0.25 mmol) in anhydrous CH2Cl2 (4 mL). The reaction mixture was allowed to warm...